Task: describe an organic reaction: reactants, conditions, products, and yield. Dataset: the Open Reaction Database (ORD), a public repository of structured organic reaction records The reactants are C[Mg]Br (methylmagnesium bromide), ClC1=NC=CC(=C1)C(N(OC)C)=O (2-chloro-4-(N-methyl-N-methoxycarbamoyl)pyridine), S(=O)(=O)(O)[O-].[K+] (potassium hydrogensulfate). Procedure details: To methylmagnesium bromide (30 mL of 3.0 M in THF) was added a solution of 2-chloro-4-(N-methyl-N-methoxycarbamoyl)pyridine (6.0 g, 0.03 mol) in 20 mL of THF at 0 C. The reaction mixture was stirred overnight while allowing to warm up to room temperature. A solution of potassium hydrogensulfate (12 g) in 300 mL of water was added and the aqueous phase was extracted with ethyl acetate. The organic layer was washed with brine, dried over magnesium sulfate and filtered. The filtrate was concentrate... Reaction SMILES: [CH3:1][Mg]Br.[Cl:4][C:5]1[CH:10]=[C:9]([C:11](=[O:16])N(C)OC)[CH:8]=[CH:7][N:6]=1.S([O-])(O)(=O)=O.[K+]>C1COCC1.O>[Cl:4][C:5]1[CH:10]=[C:9]([C:11](=[O:16])[CH3:1])[CH:8]=[CH:7][N:6]=1 |f:2.3|. Run at time 8 hour. Solvent: C1CCOC1 (THF), O (water). Product: ClC1=NC=CC(=C1)C(C)=O (2-Chloro-4-acetylpyridine).